Task: describe an organic reaction: reactants, conditions, products, and yield. Dataset: the Open Reaction Database (ORD), a public repository of structured organic reaction records Starting materials: O=C([O-])[O-], Cn1ncnc1CCl, Cl, [Cs+], [Cs+], CN(C)C=O, O, O=c1[nH]c2c(cnn2-c2ccccc2)c2ccccc12. Product: Cn1ncnc1COc1nc2c(cnn2-c2ccccc2)c2ccccc12. As a reaction SMILES: [C:30](=[O:31])([O-:32])[O-:33].[Cl:22][CH2:23][c:24]1[n:25]([CH3:29])[n:26][cH:27][n:28]1.[ClH:21].[Cs+:34].[Cs+:35].[O:37]=[CH:38][N:39]([CH3:40])[CH3:41].[OH2:36].[c:1]1(-[n:7]2[n:8][cH:9][c:10]3[c:11]2[nH:12][c:13](=[O:20])[c:14]2[cH:15][cH:16][cH:17][cH:18][c:19]32)[cH:2][cH:3][cH:4][cH:5][cH:6]1>>[c:1]1(-[n:7]2[n:8][cH:9][c:10]3[c:11]2[n:12][c:13]([O:20][CH2:23][c:24]2[n:25]([CH3:29])[n:26][cH:27][n:28]2)[c:14]2[cH:15][cH:16][cH:17][cH:18][c:19]32)[cH:2][cH:3][cH:4][cH:5][cH:6]1. Starting materials: C(C)NCC1=CC=C(C=C1)OC(F)(F)F (N-ethyl-N-[4-(trifluoromethoxy)benzyl]amine), C(C)O[C@@H](CC1=CC=C(OCC(=O)O)C=C1)C(=O)OCC ({4-[(2S)-2,3-diethoxy-3-oxopropyl]phenoxy}acetic acid), C(C)(C)N(C(C)C)CC (N,N-diisopropylethylamine), F[B-](F)(F)F.N1(N=NC2=C1C=CC=C2)OC(=[N+](C)C)N(C)C (O-(benzotriazol-1-yl)-N,N,N′,N′-tetramethyluronium tetrafluoroborate). Solvent: C(Cl)Cl (methylene chloride), C(Cl)Cl (methylene chloride). Run at time 8 hour. Yields the product C(C)O[C@H](C(=O)OCC)CC1=CC=C(C=C1)OCC(=O)N(CC1=CC=C(C=C1)OC(F)(F)F)CC (Ethyl(2S)-2-ethoxy-3-[4-(2-{ethyl[4-(trifluoromethoxy)benzyl]amino}-2-oxoethoxy)phenyl]propanoate). Yield: 57.3%. Reaction SMILES: [CH2:1]([NH:3][CH2:4][C:5]1[CH:10]=[CH:9][C:8]([O:11][C:12]([F:15])([F:14])[F:13])=[CH:7][CH:6]=1)[CH3:2].[CH2:16]([O:18][C@H:19]([C:32]([O:34][CH2:35][CH3:36])=[O:33])[CH2:20][C:21]1[CH:31]=[CH:30][C:24]([O:25][CH2:26][C:27]([OH:29])=O)=[CH:23][CH:22]=1)[CH3:17].C(N(CC)C(C)C)(C)C.F[B-](F)(F)F.N1(OC(N(C)C)=[N+](C)C)C2C=CC=CC=2N=N1>C(Cl)Cl>[CH2:16]([O:18][C@@H:19]([CH2:20][C:21]1[CH:22]=[CH:23][C:24]([O:25][CH2:26][C:27]([N:3]([CH2:1][CH3:2])[CH2:4][C:5]2[CH:10]=[CH:9][C:8]([O:11][C:12]([F:13])([F:14])[F:15])=[CH:7][CH:6]=2)=[O:29])=[CH:30][CH:31]=1)[C:32]([O:34][CH2:35][CH3:36])=[O:33])[CH3:17] |f:3.4|. Procedure: To a solution of N-ethyl-N-[4-(trifluoromethoxy)benzyl]amine (0.438 g, 2.00 mmol) and {4-[(2S)-2,3-diethoxy-3-oxopropyl]phenoxy}acetic acid (0.593 g, 2.00 mmol) in methylene chloride (20 mL) were added N,N-diisopropylethylamine (0.80 mL, 4.6 mmol) and O-(benzotriazol-1-yl)-N,N,N′,N′-tetramethyluronium tetrafluoroborate (0.674 g, 2.10 mmol) and the reaction mixture was stirred at room temperature overnight. The resulting solution was diluted with methylene chloride (40 mL) and the organic phase w... Starting materials: COC=1C=C2C=CNC2=C(C1)Br (5-methoxy-7-bromo-1H-indole), C(C)OC(C=CC1=NC=CC=C1)=O (3-pyridin-2-yl-acrylic acid ethyl ester), C(C)OC(C=C(C1=CC=CC=C1)C1=C2C(=CNC2=CC=C1)C#N)=O (3-(3-Cyano-1H-Indol-4-yl)-3-phenyl-acrylic acid ethyl ester). The product is C(C)OC(C=C(C1=CC=CC=C1)C=1C=C(C=C2C=CNC12)OC)=O (3-(5-Methoxy-1H-indol-7-yl)-3-phenyl-acrylic acid ethyl ester). As a reaction SMILES: [CH3:1][O:2][C:3]1[CH:4]=[C:5]2[C:9](=[C:10](Br)[CH:11]=1)[NH:8][CH:7]=[CH:6]2.C(OC(=O)C=CC1C=CC=CN=1)C.[CH2:26]([O:28][C:29](=[O:49])[CH:30]=[C:31](C1C=CC=C2C=1C(C#N)=CN2)[C:32]1[CH:37]=[CH:36][CH:35]=[CH:34][CH:33]=1)[CH3:27]>>[CH2:26]([O:28][C:29](=[O:49])[CH:30]=[C:31]([C:10]1[CH:11]=[C:3]([O:2][CH3:1])[CH:4]=[C:5]2[C:9]=1[NH:8][CH:7]=[CH:6]2)[C:32]1[CH:37]=[CH:36][CH:35]=[CH:34][CH:33]=1)[CH3:27]. Procedure details: 3-(5-Methoxy-1H-indol-7-yl)-3-phenyl-acrylic acid ethyl ester CLXXIX was prepared from 5-methoxy-7-bromo-1H-indole and 3-pyridin-2-yl-acrylic acid ethyl ester using the procedure described for preparation of 3-(3-Cyano-1H-Indol-4-yl)-3-phenyl-acrylic acid ethyl ester LVIII (Example 14). Reactants: OCCOC1=C(C=C(C=O)C=C1)OC (4-(2-hydroxyethoxy)-3-methoxybenzaldehyde), CS(=O)(=O)CC#N (methylsulfonylacetonitrile). The reagents and catalysts are N1CCCCC1 (piperidine). The solvent is C(C)O (ethanol). The product is OCCOC1=C(C=C(C=C1)C=C(C#N)S(=O)(=O)C)OC (3-[4(2-Hydroxyethoxy)-3-Methoxyphenyl]-2-Methylsulfonyl-2-Propene Nitrile). Reaction SMILES: [OH:1][CH2:2][CH2:3][O:4][C:5]1[CH:12]=[CH:11][C:8]([CH:9]=O)=[CH:7][C:6]=1[O:13][CH3:14].[CH3:15][S:16]([CH2:19][C:20]#[N:21])(=[O:18])=[O:17]>N1CCCCC1.C(O)C>[OH:1][CH2:2][CH2:3][O:4][C:5]1[CH:12]=[CH:11][C:8]([CH:9]=[C:19]([S:16]([CH3:15])(=[O:18])=[O:17])[C:20]#[N:21])=[CH:7][C:6]=1[O:13][CH3:14]. Reported procedure: A mixture of 4-(2-hydroxyethoxy)-3-methoxybenzaldehyde (0.98 g, 0.005 mol), (see Example 1 of U.S. Pat. No. 4,707,537, supra), methylsulfonylacetonitrile (0.60 g, 0.005 m), ethanol (10 mL) and piperidine (5 drops) is heated at reflux for 1 hour, during which time the product crystallizes. The reaction mixture is allowed to cool and the very pale yellow product is collected by filtration, washed with ethanol and dried in air. The yield of product is 1.05 g (70.9%). Mass spectrometry supports the ... The reactants are C([O-])(O)=O.[Na+] (sodium bicarbonate), ClC=1CC(=C(C(=O)OC)CC1)C(=O)OC (Dimethyl 4-chloro-3,6-dihydrophthalate), C1=CC=NC=C1.F (pyridinium poly(hydrogen fluoride)), BrN1C(CCC1=O)=O (N-bromosuccinimide). The solvent is C(Cl)Cl (methylene chloride). Conditions: time 3 hour. Product: BrC1C(CC(=C(C(=O)OC)C1)C(=O)OC)(F)Cl (Dimethyl 5-bromo-4-chloro-4-fluoro-3,4,5,6-tetrahydrophthalate). Reaction SMILES: [Cl:1][C:2]1[CH2:3][C:4]([C:12]([O:14][CH3:15])=[O:13])=[C:5]([CH2:10][CH:11]=1)[C:6]([O:8][CH3:9])=[O:7].C1C=CN=CC=1.[FH:22].[Br:23]N1C(=O)CCC1=O.C(=O)(O)[O-].[Na+]>C(Cl)Cl>[Br:23][CH:11]1[CH2:10][C:5]([C:6]([O:8][CH3:9])=[O:7])=[C:4]([C:12]([O:14][CH3:15])=[O:13])[CH2:3][C:2]1([Cl:1])[F:22] |f:1.2,4.5|. Procedure: Dimethyl 4-chloro-3,6-dihydrophthalate (0.19 g) and pyridinium poly(hydrogen fluoride) were mixed together at room temperature and N-bromosuccinimide was slowly added. The reaction mixture turned dark then light yellow. After stirring at room temperature for 3 hours, the reaction mixture was carefully poured into saturated sodium bicarbonate solution containing methylene chloride. The methylene chloride layer was dried with magnesium sulfate and the solvent removed under reduced pressure. NMR an... The reactants are S(=O)(=O)([O-])[O-].[Mg+2] (magnesium sulfate), C(C)(C)(C)[Si](C)(C)OCC1=CC=C(C=C1)C#C (tert-butyl((4-ethynylbenzyl)oxy)dimethyl-silane), IC (iodomethane), C(CCC)[Li] (n-butyl lithium). The solvent is C1CCOC1 (THF). Run at temperature -78 celsius, time 20 minute. Product: C(C)(C)(C)[Si](OCC1=CC=C(C=C1)C#CC)(C)C (tert-butyldimethyl((4-(prop-1-yn-1-yl)benzyl)oxy)-silane). The yield is 97.1%. RXN SMILES: [C:1]([Si:5]([O:8][CH2:9][C:10]1[CH:15]=[CH:14][C:13]([C:16]#[CH:17])=[CH:12][CH:11]=1)([CH3:7])[CH3:6])([CH3:4])([CH3:3])[CH3:2].[CH2:18]([Li])CCC.IC.S([O-])([O-])(=O)=O.[Mg+2]>C1COCC1>[C:1]([Si:5]([CH3:7])([CH3:6])[O:8][CH2:9][C:10]1[CH:15]=[CH:14][C:13]([C:16]#[C:17][CH3:18])=[CH:12][CH:11]=1)([CH3:4])([CH3:3])[CH3:2] |f:3.4|. Procedure: Under argon condition, tert-butyl((4-ethynylbenzyl)oxy)dimethyl-silane (247 mg, 1.00 mmol) was dissolved in 5 mL of dry THF, cooled to −78° C., and n-butyl lithium (805 μL, 2.49 M solution in n-hexane, 2.00 mmol) was slowly added thereto. After stirring for 20 minutes at −78° C., iodomethane (313 μL, 5.00 mmol) was added again thereto. Thereafter, the temperature was raised to room temperature and the reaction mixture was stirred for 30 minutes at room temperature. Upon completion of the reactio...